Dataset: the Open Reaction Database (ORD), a public repository of structured organic reaction records. Task: describe an organic reaction: reactants, conditions, products, and yield The reactants are O=C([O-])[O-], ClCCl, CC(C)(C)OC(=O)N(C(=O)C1NCCC1c1ccccc1)N1CCN(C(c2ccccc2)c2ccccc2)CC1, [K+], [K+], O=C(O)C(F)(F)F. The product is O=C(NN1CCN(C(c2ccccc2)c2ccccc2)CC1)C1NCCC1c1ccccc1. As a reaction SMILES: [C:48](=[O:49])([O-:50])[O-:51].[CH2:54]([Cl:55])[Cl:56].[CH:1]([c:2]1[cH:3][cH:4][cH:5][cH:6][cH:7]1)([c:8]1[cH:9][cH:10][cH:11][cH:12][cH:13]1)[N:14]1[CH2:15][CH2:16][N:17]([N:20]([C:21](=[O:22])[CH:23]2[NH:24][CH2:25][CH2:26][CH:27]2[c:28]2[cH:29][cH:30][cH:31][cH:32][cH:33]2)[C:34]([O:35][C:36]([CH3:37])([CH3:38])[CH3:39])=[O:40])[CH2:18][CH2:19]1.[K+:52].[K+:53].[OH:41][C:42]([C:43]([F:44])([F:45])[F:46])=[O:47]>>[CH:1]([c:2]1[cH:3][cH:4][cH:5][cH:6][cH:7]1)([c:8]1[cH:9][cH:10][cH:11][cH:12][cH:13]1)[N:14]1[CH2:15][CH2:16][N:17]([NH:20][C:21](=[O:22])[CH:23]2[NH:24][CH2:25][CH2:26][CH:27]2[c:28]2[cH:29][cH:30][cH:31][cH:32][cH:33]2)[CH2:18][CH2:19]1. Starting materials: [BH4-], O=C(O)C=CC(=O)O, CO, CC(=O)c1cc2c(OCC(O)CN3CCC(c4ccc5ccccc5c4)CC3)cccc2o1, [Cl-], [NH4+], [Na+]. The product is CC(O)c1cc2c(OCC(O)CN3CCC(c4ccc5ccccc5c4)CC3)cccc2o1. RXN SMILES: [BH4-:42].[C:1]([OH:2])(=[O:3])[CH:4]=[CH:5][C:6]([OH:7])=[O:8].[CH3:46][OH:47].[CH3:9][C:10](=[O:11])[c:12]1[cH:13][c:14]2[c:15]([o:16]1)[cH:17][cH:18][cH:19][c:20]2[O:21][CH2:22][CH:23]([CH2:24][N:25]1[CH2:26][CH2:27][CH:28]([c:31]2[cH:32][c:33]3[cH:34][cH:35][cH:36][cH:37][c:38]3[cH:39][cH:40]2)[CH2:29][CH2:30]1)[OH:41].[Cl-:44].[NH4+:45].[Na+:43]>>[CH3:9][CH:10]([OH:11])[c:12]1[cH:13][c:14]2[c:15]([o:16]1)[cH:17][cH:18][cH:19][c:20]2[O:21][CH2:22][CH:23]([CH2:24][N:25]1[CH2:26][CH2:27][CH:28]([c:31]2[cH:32][c:33]3[cH:34][cH:35][cH:36][cH:37][c:38]3[cH:39][cH:40]2)[CH2:29][CH2:30]1)[OH:41]. The reactants are [Br-], O=C([O-])O, CC[Mg+], O=C1CN(C(c2ccccc2)c2ccccc2)C1, [Na+], C1CCOC1. The product is CCC1(O)CN(C(c2ccccc2)c2ccccc2)C1. As a reaction SMILES: [Br-:19].[C:23](=[O:24])([O-:25])[OH:26].[CH2:20]([CH3:21])[Mg+:22].[CH:1]([c:2]1[cH:3][cH:4][cH:5][cH:6][cH:7]1)([c:8]1[cH:9][cH:10][cH:11][cH:12][cH:13]1)[N:14]1[CH2:15][C:16](=[O:18])[CH2:17]1.[Na+:27].[O:28]1[CH2:29][CH2:30][CH2:31][CH2:32]1>>[CH:1]([c:2]1[cH:3][cH:4][cH:5][cH:6][cH:7]1)([c:8]1[cH:9][cH:10][cH:11][cH:12][cH:13]1)[N:14]1[CH2:15][C:16]([OH:18])([CH2:20][CH3:21])[CH2:17]1. Reactants: C(=O)NC(C(=O)OCC)C(=O)[O-] (ethyl formamido-malonate), C([O-])([O-])=O.[K+].[K+] (potassium carbonate), 18, ClCCCC (chloromethylpropane), C(C)#N (acetonitrile). The reagents and catalysts are CCOCC (ether). Product: C(C)OC(C(C(=O)OCC)(NC=O)CC(=C)C)=O (Diethyl-2-formamido-(-2-methyl-2-propenyl)-propanedioate). Reaction SMILES: [CH:1]([NH:3][CH:4]([C:10]([O-:12])=[O:11])[C:5]([O:7][CH2:8][CH3:9])=[O:6])=[O:2].[C:13](=O)([O-])[O-].[K+].[K+].ClC[CH2:21][CH2:22][CH3:23].[C:24](#N)[CH3:25]>CCOCC>[CH2:8]([O:7][C:5](=[O:6])[C:4]([CH2:13][C:22]([CH3:21])=[CH2:23])([NH:3][CH:1]=[O:2])[C:10]([O:12][CH2:24][CH3:25])=[O:11])[CH3:9] |f:1.2.3|. Procedure: A solution of 30 g of ethyl formamido-malonate in 300 ml of acetonitrile was added to a mixture of 40 g of potassium carbonate, 0.380 g of 18 crown 6 ether catalyst and 39.9 g of chloromethylpropane and the mixture was refluxed for 3 hours and then filtered. The filtrate was dried and cooled to 0° to 5° C. The precipitate was taken up in isopropyl ether and filtered. The product was washed with isopropyl ether and was dried under reduced pressure to obtain 25.2 g of the desired product melting a... Reactants: [H][H] (hydrogen), [N+](=O)([O-])C1=CC=C(C=C1)OC(C(F)(F)F)F (4-nitrotetrafluoroethoxybenzene), C(C)(=O)O (acetic acid), [H][H] (hydrogen). Reagents/catalysts: [Pt] (platinum). The product is C(C)(=O)NC1=CC=C(C=C1)OC(C(F)(F)F)F (4-acetylaminotetrafluoroethoxybenzene). RXN SMILES: [N+:1]([C:4]1[CH:9]=[CH:8][C:7]([O:10][CH:11]([F:16])[C:12]([F:15])([F:14])[F:13])=[CH:6][CH:5]=1)([O-])=O.[H][H].[C:19](O)(=[O:21])[CH3:20]>[Pt]>[C:19]([NH:1][C:4]1[CH:9]=[CH:8][C:7]([O:10][CH:11]([F:16])[C:12]([F:15])([F:14])[F:13])=[CH:6][CH:5]=1)(=[O:21])[CH3:20]. Procedure: 23.9 g (0.1 moles) 4-nitrotetrafluoroethoxybenzene are dissolved in 75 ml glacial acetic acid and reduced at 50°-60° C. in the presence of platinum with hydrogen at normal pressure. After receiving 7.4 l hydrogen the catalyst was filtered off and the filtrate is heated 1 hour with 75 ml acetic anhydride accompanied by reflux. The reaction mixture is then concentrated in a vacuum to 1/3 the original solvent quantity and poured onto 1 l ice water. The acetyl amino compound first precipitates as an... Reactants: COC=1C=C(C=CC1OS(=O)(=O)C)CCOC1=CC=C(C=C2C(NC(S2)=O)=O)C=C1 (5-(4-[2-(3-methoxy-4-methanesulfonyloxyphenyl)ethoxy]benzylidene)thiazolidine-2,4-dione). Solvent: C(C)(=O)OCC (ethyl acetate), C(C)(=O)O (acetic acid). The product is COC=1C=C(C=CC1OS(=O)(=O)C)CCOC1=CC=C(C=C1)CC1C(NC(S1)=O)=O (5-([4-[2-(3-Methoxy-4-methanesulfonyloxyphenyl)ethoxy]phenyl]methyl)thiazolidine-2,4-dione). Isolated yield 7.3%. As a reaction SMILES: [CH3:1][O:2][C:3]1[CH:4]=[C:5]([CH2:14][CH2:15][O:16][C:17]2[CH:30]=[CH:29][C:20]([CH:21]=[C:22]3[S:26][C:25](=[O:27])[NH:24][C:23]3=[O:28])=[CH:19][CH:18]=2)[CH:6]=[CH:7][C:8]=1[O:9][S:10]([CH3:13])(=[O:12])=[O:11]>C(OCC)(=O)C.C(O)(=O)C>[CH3:1][O:2][C:3]1[CH:4]=[C:5]([CH2:14][CH2:15][O:16][C:17]2[CH:18]=[CH:19][C:20]([CH2:21][CH:22]3[S:26][C:25](=[O:27])[NH:24][C:23]3=[O:28])=[CH:29][CH:30]=2)[CH:6]=[CH:7][C:8]=1[O:9][S:10]([CH3:13])(=[O:11])=[O:12]. Reported procedure: 1.5 g (33.4 mmole) 5-(4-[2-(3-methoxy-4-methanesulfonyloxyphenyl)ethoxy]benzylidene)thiazolidine-2,4-dione was hydrogenated on Pd/C (10%) in 150 ml ethyl acetate and 5 ml acetic acid at atmospheric pressure over night. The catalyst was filtered off and the solvent was evaporated in vacuo. The residue was crystallized in ethanol to give 1.1 g (yield 73%) of the desired product.